From a dataset of the Open Reaction Database (ORD), a public repository of structured organic reaction records. describe an organic reaction: reactants, conditions, products, and yield The reactants are S1C=C(C=C1)[C@H]1[C@@H](N=CO1)C(=O)N1CCCC1 (trans-(4,5-dihydro-5-(thiophen-3-yl)oxazol-4-yl)(pyrrolidin-1-yl)methanone), [N+](#[C-])CC(=O)N1CCCC1 (2-Isocyano-1-(pyrrolidin-1-yl)ethanone), S1C=C(C=C1)C=O (thiophen-3-carboxaldehyde), [OH-].[K+] (KOH). Solvent: CO (methanol). Product: S1C=C(C=C1)[C@H]1[C@@H](N=CO1)C(=O)N1CCCC1 (trans-(4,5-Dihydro-5-(thiophen-3-yl)oxazol-4-yl)(pyrrolidin-1-yl)methanone), N1=C(C=CC=C1)[C@H]1[C@@H](N=CO1)C(=O)N1CCCC1 (trans-(4,5-Dihydro-5-(pyridin-2-yl)oxazol-4-yl)(pyrrolidin-1-yl)methanone). Yield: 40.0%. As a reaction SMILES: S1C=CC(C=O)=C1.[OH-].[K+].[N+:10]([CH2:12][C:13]([N:15]1[CH2:19][CH2:18][CH2:17][CH2:16]1)=[O:14])#[C-:11].[S:20]1[CH:24]=[CH:23][C:22]([C@@H:25]2[O:29][CH:28]=[N:27][C@H:26]2[C:30]([N:32]2[CH2:36][CH2:35][CH2:34][CH2:33]2)=[O:31])=[CH:21]1>CO>[S:20]1[CH:24]=[CH:23][C:22]([C@@H:25]2[O:29][CH:28]=[N:27][C@H:26]2[C:30]([N:32]2[CH2:36][CH2:35][CH2:34][CH2:33]2)=[O:31])=[CH:21]1.[N:27]1[CH:24]=[CH:23][CH:22]=[CH:25][C:26]=1[C@@H:30]1[O:31][CH:11]=[N:10][C@H:12]1[C:13]([N:15]1[CH2:19][CH2:18][CH2:17][CH2:16]1)=[O:14] |f:1.2|. Reported procedure: BLE 04124A was prepared in accordance with method D using thiophen-3-carboxaldehyde (0.475 mL, 5.42 mmol), KOH (0.276 mg, 4.92 mmol) in methanol (5 mL) and 2-isocyano-1-(pyrrolidin-1-yl)ethanone BLE 04098 (0.75 g, 5.43 mmol). After work-up the residue obtained was recrystallized from ethyl acetate to obtain after filtration trans-(4,5-dihydro-5-(thiophen-3-yl)oxazol-4-yl)(pyrrolidin-1-yl)methanone BLE 04110A as a yellow pale solid (0.498 g, 40% yield). Starting materials: C(C)(C)(C)OC(=O)N1C(CN(CC1)C(=O)OCC1=CC=CC=C1)C(=O)O (piperazine-1,2,4-tricarboxylic acid 4-benzyl ester 1-tert-butyl ester), Cl.CON (O-Methyl Hydroxylamine HCl), CCN=C=NCCCN(C)C.Cl (EDC HCl), CCN(C(C)C)C(C)C (DIEA). As a reaction SMILES: [C:1]([O:5][C:6]([N:8]1[CH2:13][CH2:12][N:11]([C:14]([O:16][CH2:17][C:18]2[CH:23]=[CH:22][CH:21]=[CH:20][CH:19]=2)=[O:15])[CH2:10][CH:9]1[C:24](O)=[O:25])=[O:7])([CH3:4])([CH3:3])[CH3:2].Cl.[CH3:28][O:29][NH2:30].CCN=C=NCCCN(C)C.Cl.CCN(C(C)C)C(C)C>ClCCl>[C:1]([O:5][C:6]([N:8]1[CH2:13][CH2:12][N:11]([C:14]([O:16][CH2:17][C:18]2[CH:19]=[CH:20][CH:21]=[CH:22][CH:23]=2)=[O:15])[CH2:10][CH:9]1[C:24](=[O:25])[NH:30][O:29][CH3:28])=[O:7])([CH3:3])([CH3:4])[CH3:2] |f:1.2,3.4|. Conditions: time 8 hour. Reported procedure: To a solution of piperazine-1,2,4-tricarboxylic acid 4-benzyl ester 1-tert-butyl ester (0.364 g, 1 mmol) in dichloromethane (3 mL) was added O-Methyl Hydroxylamine HCl (95 mg, 1.13 mmol), EDC HCl (0.3 g, 1.57 mmol) and DIEA (0.28 g, 2.17 mmol). The resulting mixture was stirred at room temperature overnight and partitioned between dichloromethane and water. The combined organic extracts were washed with brine, dried, and evaporated. The residue was purified by flash column chromatography on sili... Product: C(C)(C)(C)OC(=O)N1C(CN(CC1)C(=O)OCC1=CC=CC=C1)C(NOC)=O (2-Methoxycarbamoyl-piperazine-1,4-dicarboxylic acid 4-benzyl ester 1-tert-butyl ester). Solvent: ClCCl (dichloromethane). Product: Cl.CC(CN1CCN(CC1)C1=CC=CC=C1)NC1=C(C(=O)N)C=CC=C1 (2-[1-Methyl-2-(4-phenyl-1-piperazinyl)ethylamino]benzamide hydrochloride). Conditions: time 8 hour. Procedure: A mixture of 75 g. 2-aminobenzamide, 138 g. sodium acetate, 174 g. 1-(2-chloropropyl)-4-phenylpiperazine dihydrochloride, and 455 ml. water was refluxed 4 hours and left overnight at room temperature. Chloroform (200 ml.) was added, the mixture stirred, then filtered. The solid was washed with chloroform which dissolved most of it. The chloroform was separated, the aqueous layer washed with chloroform. The combined chloroform extracts were washed with water, dried, and concentrated to dryness. T... Run in C(C)O (ethanol), O (water), C(Cl)(Cl)Cl (Chloroform). Reaction SMILES: [NH2:1][C:2]1[CH:10]=[CH:9][CH:8]=[CH:7][C:3]=1[C:4]([NH2:6])=[O:5].C([O-])(=O)C.[Na+].Cl.Cl.[Cl:18][CH:19]([CH3:33])[CH2:20][N:21]1[CH2:26][CH2:25][N:24]([C:27]2[CH:32]=[CH:31][CH:30]=[CH:29][CH:28]=2)[CH2:23][CH2:22]1.Cl>C(O)C.C(Cl)(Cl)Cl.O>[ClH:18].[CH3:33][CH:19]([NH:1][C:2]1[CH:10]=[CH:9][CH:8]=[CH:7][C:3]=1[C:4]([NH2:6])=[O:5])[CH2:20][N:21]1[CH2:26][CH2:25][N:24]([C:27]2[CH:32]=[CH:31][CH:30]=[CH:29][CH:28]=2)[CH2:23][CH2:22]1 |f:1.2,3.4.5,10.11|. Reactants: NC1=C(C(=O)N)C=CC=C1 (2-aminobenzamide), Cl (hydrochloric acid), C(C)(=O)[O-].[Na+] (sodium acetate), Cl.Cl.ClC(CN1CCN(CC1)C1=CC=CC=C1)C (1-(2-chloropropyl)-4-phenylpiperazine dihydrochloride). Reactants: O=C([O-])[O-], CCN(CC)CCCCl, Cn1nnnc1S, CC(C)=O, [I-], [K+], [K+], [K+]. Product: CCN(CC)CCCSc1nnnn1C. Reaction SMILES: [C:17](=[O:18])([O-:19])[O-:20].[CH2:8]([CH3:9])[N:10]([CH2:11][CH3:12])[CH2:13][CH2:14][CH2:15][Cl:16].[CH3:1][n:2]1[n:3][n:4][n:5][c:6]1[SH:7].[CH3:25][C:26](=[O:27])[CH3:28].[I-:24].[K+:21].[K+:22].[K+:23]>>[CH3:1][n:2]1[n:3][n:4][n:5][c:6]1[S:7][CH2:15][CH2:14][CH2:13][N:10]([CH2:8][CH3:9])[CH2:11][CH3:12]. Product: O=C(O)c1cn(C2CC2F)c2cc(N3CC4NCCOC4C3)c(F)cc2c1=O. RXN SMILES: [CH:21]12[O:22][CH2:23][CH2:24][NH:25][CH:26]1[CH2:27][NH:28][CH2:29]2.[F:1][c:2]1[cH:3][c:4]2[c:5](=[O:20])[c:6]([C:17](=[O:18])[OH:19])[cH:7][n:8]([CH:13]3[CH:14]([F:16])[CH2:15]3)[c:9]2[cH:10][c:11]1[F:12]>>[F:1][c:2]1[cH:3][c:4]2[c:5](=[O:20])[c:6]([C:17](=[O:18])[OH:19])[cH:7][n:8]([CH:13]3[CH:14]([F:16])[CH2:15]3)[c:9]2[cH:10][c:11]1[N:28]1[CH2:27][CH:26]2[CH:21]([O:22][CH2:23][CH2:24][NH:25]2)[CH2:29]1. The reactants are C1COC2CNCC2N1, O=C(O)c1cn(C2CC2F)c2cc(F)c(F)cc2c1=O.